This data is from the Open Reaction Database (ORD), a public repository of structured organic reaction records. The task is: describe an organic reaction: reactants, conditions, products, and yield The reactants are C(C)OC(=O)CN(C(=O)C(CCC(=O)OCC1=CC=CC=C1)CS(=O)(=O)C1=CC2=CC=CC=C2C=C1)CC(=O)OCC (benzyl 4-[N,N-bis(ethoxycarbonylmethyl)carbamoyl]-5-(2-naphthylsulfonyl)pentanoate). The reagents and catalysts are [Pd] (Pd-C). The solvent is C(C)O (ethanol). Conditions: time 4 day. Product: C(C)OC(=O)CN(C(=O)C(CCC(=O)O)CS(=O)(=O)C1=CC2=CC=CC=C2C=C1)CC(=O)OCC (4-[N,N-bis(ethoxycarbonylmethyl)carbamoyl]-5-(2-naphthylsulfonyl)pentanoic acid). The yield is 61.1%. RXN SMILES: [CH2:1]([O:3][C:4]([CH2:6][N:7]([CH2:37][C:38]([O:40][CH2:41][CH3:42])=[O:39])[C:8]([CH:10]([CH2:23][S:24]([C:27]1[CH:36]=[CH:35][C:34]2[C:29](=[CH:30][CH:31]=[CH:32][CH:33]=2)[CH:28]=1)(=[O:26])=[O:25])[CH2:11][CH2:12][C:13]([O:15]CC1C=CC=CC=1)=[O:14])=[O:9])=[O:5])[CH3:2]>C(O)C.[Pd]>[CH2:41]([O:40][C:38]([CH2:37][N:7]([CH2:6][C:4]([O:3][CH2:1][CH3:2])=[O:5])[C:8]([CH:10]([CH2:23][S:24]([C:27]1[CH:36]=[CH:35][C:34]2[C:29](=[CH:30][CH:31]=[CH:32][CH:33]=2)[CH:28]=1)(=[O:26])=[O:25])[CH2:11][CH2:12][C:13]([OH:15])=[O:14])=[O:9])=[O:39])[CH3:42]. Procedure: To a solution of benzyl 4-[N,N-bis(ethoxycarbonylmethyl)carbamoyl]-5-(2-naphthylsulfonyl)pentanoate (0.52 g) in ethanol (10 ml) was added 10% Pd-C (50 mg), and the mixture was hydrogenolyzed at atmospheric pressure and ambient temperature for 4 days. After the catalyst was filtered off, the filtrate was evaporated at reduced pressure. The residue was purified by flash column chromatography on silica eluting with chloroform/methanol (10:1), and recrystallized from isopropyl ether-hexane to give 0... Reactants: CCOC(=O)CN, CCO, CC(=O)Nc1ccc(Sc2ccc(C)cc2Nc2ccnc3nc(Cl)ccc23)cc1, Cl. The product is CCOC(=O)CNc1ccc2c(Nc3cc(C)ccc3Sc3ccc(NC(C)=O)cc3)ccnc2n1. RXN SMILES: [CH2:32]([CH3:33])[O:34][C:35]([CH2:36][NH2:37])=[O:38].[CH3:39][CH2:40][OH:41].[Cl:1][c:2]1[cH:3][cH:4][c:5]2[c:6]([NH:12][c:13]3[c:14]([S:20][c:21]4[cH:22][cH:23][c:24]([NH:27][C:28]([CH3:29])=[O:30])[cH:25][cH:26]4)[cH:15][cH:16][c:17]([CH3:19])[cH:18]3)[cH:7][cH:8][n:9][c:10]2[n:11]1.[ClH:31]>>[c:2]1([NH:37][CH2:36][C:35]([O:34][CH2:32][CH3:33])=[O:38])[cH:3][cH:4][c:5]2[c:6]([NH:12][c:13]3[c:14]([S:20][c:21]4[cH:22][cH:23][c:24]([NH:27][C:28]([CH3:29])=[O:30])[cH:25][cH:26]4)[cH:15][cH:16][c:17]([CH3:19])[cH:18]3)[cH:7][cH:8][n:9][c:10]2[n:11]1. Starting materials: O=C1CCC(=O)N1Br, COc1cccc(C(C)C)c1, ClC(Cl)(Cl)Cl, O. Product: COc1ccc(Br)c(C(C)C)c1. RXN SMILES: [Br:12][N:13]1[C:14](=[O:15])[CH2:16][CH2:17][C:18]1=[O:19].[CH:1]([CH3:2])([CH3:3])[c:4]1[cH:5][c:6]([O:10][CH3:11])[cH:7][cH:8][cH:9]1.[Cl:21][C:22]([Cl:23])([Cl:24])[Cl:25].[OH2:20]>>[CH:1]([CH3:2])([CH3:3])[c:4]1[cH:5][c:6]([O:10][CH3:11])[cH:7][cH:8][c:9]1[Br:12]. The reactants are C1(CCCCC1)CC(C(=O)O)NC(=O)C1=CC2=C(N(C(=N2)C=2C=C3N=CC(=NC3=CC2)C2=CC=CC=C2)C2CCCCC2)C=C1 (3-Cyclohexyl-2-{[1-cyclohexyl-2-(2-phenyl-quinoxalin-6-yl)-1H-benzoimidazole-5-carbonyl]-amino}-propionic acid), N([C@@H](CC1=CNC=N1)C(=O)O)C(=O)OCC1C2=CC=CC=C2C2=CC=CC=C12 (Fmoc-His). The product is C1(CCCCC1)N1C(=NC2=C1C=CC(=C2)C(=O)NC(C(=O)O)CC=2N=CNC2)C=2C=C1N=CC(=NC1=CC2)C2=CC=CC=C2 (2-{[1-Cyclohexyl-2-(2-phenyl-quinoxalin-6-yl)-1H-benzoimidazole-5-carbonyl]-amino}-3-(1H-imidazol-4-yl)-propionic acid). The yield is 51.0%. As a reaction SMILES: [CH:1]1([CH2:7][CH:8]([NH:12][C:13]([C:15]2[CH:45]=[CH:44][C:18]3[N:19]([CH:38]4[CH2:43][CH2:42][CH2:41][CH2:40][CH2:39]4)[C:20]([C:22]4[CH:23]=[C:24]5[C:29](=[CH:30][CH:31]=4)[N:28]=[C:27]([C:32]4[CH:37]=[CH:36][CH:35]=[CH:34][CH:33]=4)[CH:26]=[N:25]5)=[N:21][C:17]=3[CH:16]=2)=[O:14])[C:9]([OH:11])=[O:10])CCCC[CH2:2]1.N(C(OCC1C2C(=CC=CC=2)C2C1=CC=CC=2)=O)[C@H](C(O)=O)CC1[N:53]=[CH:52][NH:51]C=1>>[CH:38]1([N:19]2[C:18]3[CH:44]=[CH:45][C:15]([C:13]([NH:12][CH:8]([CH2:7][C:1]4[N:51]=[CH:52][NH:53][CH:2]=4)[C:9]([OH:11])=[O:10])=[O:14])=[CH:16][C:17]=3[N:21]=[C:20]2[C:22]2[CH:23]=[C:24]3[C:29](=[CH:30][CH:31]=2)[N:28]=[C:27]([C:32]2[CH:37]=[CH:36][CH:35]=[CH:34][CH:33]=2)[CH:26]=[N:25]3)[CH2:39][CH2:40][CH2:41][CH2:42][CH2:43]1. Procedure: The general procedure described for Compound 242 was used with Fmoc-His Wang resin (250 mg, 0.4 mmol/g), producing 30 mg of the title compound (51% yield). MS: 584.24 (M−H+) HPLC Procedure A, retention time=11.16 min.